This data is from the Open Reaction Database (ORD), a public repository of structured organic reaction records. The task is: describe an organic reaction: reactants, conditions, products, and yield The reactants are [2H]C(O[2H])([2H])[2H].[2H]O[2H] (CD3OD D2O), C(C)(C)OC1=C(C(=O)Cl)C=CC=C1 (isopropoxy benzoyl chloride), Cl[Sn](Cl)(Cl)Cl (SnCl4), solidified red-brown reaction mixture. Run in mixture. The product is C(C)(C)OC1=CC=C(C(=O)Cl)C=C1 (4-isopropoxy benzoyl chloride). RXN SMILES: [CH:1]([O:4][C:5]1[CH:13]=[CH:12][CH:11]=[CH:10][C:6]=1C(Cl)=O)([CH3:3])[CH3:2].[Cl:14][Sn](Cl)(Cl)Cl.[2H][C:20]([2H])([2H])[O:21][2H].[2H]O[2H]>>[CH:1]([O:4][C:5]1[CH:13]=[CH:12][C:11]([C:20]([Cl:14])=[O:21])=[CH:10][CH:6]=1)([CH3:3])[CH3:2] |f:2.3|. Reported procedure: A sample vial was filled with 2 g of isopropoxy benzoyl chloride and SnCl4 was injected. The mixture was homogenized and then kept at the reaction temperature chosen. After the reaction 50 mg of the solidified red-brown reaction mixture was hydrolyzed in 1 ml of a mixture of CD3OD/D2O/NaOD (12:3:1, weight ratios) (2 hours, 60° C.) and the degree of polymerization (dp) was determined by NMR end-group analysis. The reactants are C(C1=CC=CC=C1)OC(=O)C1CC2CC(CC(C3=C1C=CC=C3)N2)=O (Benzyl-7-oxo-5,6,7,8,9,10-hexahydro-5,9-epiminobenzo[9]annulene-11-carboxylate). The reagents and catalysts are [Pd] (Pd/C). Solvent: CO (MeOH). Run at time 8 hour. Product: N1C2CC(CC1CC1=C2C=CC=C1)=O (5,8,9,10-Tetrahydro-5,9-epiminobenzo[8]annulen-7(6H)-one). As a reaction SMILES: C(OC([CH:11]1[C:19]2[CH:20]=[CH:21][CH:22]=[CH:23][C:18]=2[CH:17]2[NH:24][CH:13]([CH2:14][C:15](=[O:25])[CH2:16]2)C1)=O)C1C=CC=CC=1>CO.[Pd]>[NH:24]1[CH:13]2[CH2:11][C:19]3[CH:20]=[CH:21][CH:22]=[CH:23][C:18]=3[CH:17]1[CH2:16][C:15](=[O:25])[CH2:14]2. Reported procedure: To a mixture of carbamate (28) (1.13 g) in 100 mL of MeOH in a Parr bottle was added 500 mg of 10% Pd/C. This slurry was shaken under 50 psi of H2 (g) at room temperature overnight. The mixture was filtered through a pad of Celite and rinsed with CH2Cl2 (2×100 mL). The solution was concentrated to a crude yellow oil (29) (130 mg) and used in the next reaction without further purification. Starting materials: N1CCCCC1 (piperidine), C1(=CC=CC=C1)C#C (phenylacetylene), C1(=CC=CC=C1)P(C1=CC=CC=C1)C1=CC=CC=C1 (triphenylphosphine), ClC1=NN=C(C2=CC=C(C=C12)OC)CC1=C(C=NC=C1Cl)Cl (4-chloro-1-(3,5-dichloro-pyridin-4-ylmethyl)-6-methoxy-phthalazine), [NH4+].[Cl-] (NH4Cl). The reagents and catalysts are Cl[Pd]Cl (PdCl2), [Cu]I (CuI). Solvent: CN(C)C=O (DMF). Conditions: time 20 hour. Product: ClC=1C=NC=C(C1CC1=NN=C(C2=CC(=CC=C12)OC)C#CC1=CC=CC=C1)Cl (1-(3,5-Dichloro-pyridin-4-ylmethyl)-6-methoxy-4-phenylethynyl-phthalazine). The yield is 65.0%. RXN SMILES: Cl[C:2]1[C:11]2[C:6](=[CH:7][CH:8]=[C:9]([O:12][CH3:13])[CH:10]=2)[C:5]([CH2:14][C:15]2[C:20]([Cl:21])=[CH:19][N:18]=[CH:17][C:16]=2[Cl:22])=[N:4][N:3]=1.N1CCCCC1.[C:29]1([C:35]#[CH:36])[CH:34]=[CH:33][CH:32]=[CH:31][CH:30]=1.C1(P(C2C=CC=CC=2)C2C=CC=CC=2)C=CC=CC=1.[NH4+].[Cl-]>CN(C=O)C.Cl[Pd]Cl.[Cu]I>[Cl:22][C:16]1[CH:17]=[N:18][CH:19]=[C:20]([Cl:21])[C:15]=1[CH2:14][C:5]1[C:6]2[C:11](=[CH:10][C:9]([O:12][CH3:13])=[CH:8][CH:7]=2)[C:2]([C:36]#[C:35][C:29]2[CH:34]=[CH:33][CH:32]=[CH:31][CH:30]=2)=[N:3][N:4]=1 |f:4.5|. Procedure: A solution of 4-chloro-1-(3,5-dichloro-pyridin-4-ylmethyl)-6-methoxy-phthalazine (0.52 g, 1.5 mmoles), prepared as described in example 45, in dry DMF (10 ml) under N2 was added with piperidine (1 ml, 10 mmoles), phenylacetylene (0.15 g, 1.5 mmoles), PdCl2 (0.013 g, 0.075 mmole), triphenylphosphine (0.039 g, 0.15 mmole) and CuI (0.014 g, 0.075 mmole). The mixture was stirred for 20 hours, poured into saturated NH4Cl (10 volumes) and extracted twice with CH2Cl2, then washed with 5% HCl, anhydrifi... The reactants are COCCOC, CCOC(C)=O, Clc1nc(N2CCOCC2)c2sccc2n1, Cc1ccc(B(O)O)cc1N, [Na+], [Na+], O=C([O-])[O-], O, Cl[Pd]Cl, c1ccc(P(c2ccccc2)c2ccccc2)cc1, c1ccc(P(c2ccccc2)c2ccccc2)cc1. Yields the product Cc1ccc(-c2nc(N3CCOCC3)c3sccc3n2)cc1N. RXN SMILES: [CH3:28][O:29][CH2:30][CH2:31][O:32][CH3:33].[CH3:40][CH2:41][O:42][C:43](=[O:44])[CH3:45].[Cl:1][c:2]1[n:3][c:4]([N:11]2[CH2:12][CH2:13][O:14][CH2:15][CH2:16]2)[c:5]2[c:6]([n:7]1)[cH:8][cH:9][s:10]2.[NH2:17][c:18]1[cH:19][c:20]([B:25]([OH:26])[OH:27])[cH:21][cH:22][c:23]1[CH3:24].[Na+:34].[Na+:35].[O-:36][C:37](=[O:38])[O-:39].[OH2:87].[Pd:46]([Cl:47])[Cl:48].[c:49]1([P:50]([c:51]2[cH:52][cH:53][cH:54][cH:55][cH:56]2)[c:57]2[cH:58][cH:59][cH:60][cH:61][cH:62]2)[cH:63][cH:64][cH:65][cH:66][cH:67]1.[c:68]1([P:69]([c:70]2[cH:71][cH:72][cH:73][cH:74][cH:75]2)[c:76]2[cH:77][cH:78][cH:79][cH:80][cH:81]2)[cH:82][cH:83][cH:84][cH:85][cH:86]1>>[c:2]1(-[c:20]2[cH:19][c:18]([NH2:17])[c:23]([CH3:24])[cH:22][cH:21]2)[n:3][c:4]([N:11]2[CH2:12][CH2:13][O:14][CH2:15][CH2:16]2)[c:5]2[c:6]([n:7]1)[cH:8][cH:9][s:10]2. Solvent: ClCCl (dichloromethane). Reactants: CC1=CC=C(C=C1)C1=C(C=NO1)C(=O)Cl (5-(4-methylphenyl)isoxazole-4-carbonyl chloride), CC1NC2=CC=CC=C2C1 (2-methylindoline). Product: CC1N(C2=CC=CC=C2C1)C(=O)C=1C=NOC1C1=CC=C(C=C1)C (2-Methyl-1-{[5-(4-methylphenyl)isoxazol-4-yl]carbonyl}indoline). RXN SMILES: [CH3:1][C:2]1[CH:7]=[CH:6][C:5]([C:8]2[O:12][N:11]=[CH:10][C:9]=2[C:13](Cl)=[O:14])=[CH:4][CH:3]=1.[CH3:16][CH:17]1[CH2:25][C:24]2[C:19](=[CH:20][CH:21]=[CH:22][CH:23]=2)[NH:18]1>ClCCl>[CH3:16][CH:17]1[CH2:25][C:24]2[C:19](=[CH:20][CH:21]=[CH:22][CH:23]=2)[N:18]1[C:13]([C:9]1[CH:10]=[N:11][O:12][C:8]=1[C:5]1[CH:6]=[CH:7][C:2]([CH3:1])=[CH:3][CH:4]=1)=[O:14]. Conditions: time 1 hour. Procedure: To 5-(4-methylphenyl)isoxazole-4-carbonyl chloride (10 mg, 0.045 mmol) in dichloromethane (1 mL) was added 2-methylindoline (6.6 mg, 0.050 mmol, 1.1 eq.), and the reaction mixture was stirred for 1 h. The solvent was removed, and the residue was purified by preparative reverse-phase HPLC to give the title compound. HRMS (ESI, pos. ion) m/z calcd for C20H18N2O2: 318.1368, found 318.1379.